Task: describe an organic reaction: reactants, conditions, products, and yield. Dataset: the Open Reaction Database (ORD), a public repository of structured organic reaction records Reactants: C(=O)([O-])[O-].[Na+].[Na+] (Na2CO3), BrC1=CC=NC=C1 (4-Bromopyridine), hydrochloride salt, BrC1=CC2=C(OCC2)C(=C1)B(O)O (5-bromo-2,3-dihydrobenzo[b]furan-7-boronic acid), [NH4+].[Cl-] (NH4Cl). The reagents and catalysts are C=1C=CC(=CC1)[P](C=2C=CC=CC2)(C=3C=CC=CC3)[Pd]([P](C=4C=CC=CC4)(C=5C=CC=CC5)C=6C=CC=CC6)([P](C=7C=CC=CC7)(C=8C=CC=CC8)C=9C=CC=CC9)[P](C=1C=CC=CC1)(C=1C=CC=CC1)C=1C=CC=CC1 (Pd(Ph3P)4). The solvent is CCO.COCCOC (EtOH DME), COCCOC (DME). Conditions: temperature 50 celsius, time 10 minute. The product is BrC=1C=C(C2=C(CCO2)C1)C1=CC=NC=C1 (4-(5-Bromo-2,3-dihydro-benzofuran-7-yl)-pyridine). Yield: 76.0%. As a reaction SMILES: Br[C:2]1[CH:7]=[CH:6][N:5]=[CH:4][CH:3]=1.[Br:8][C:9]1[CH:17]=[C:16](B(O)O)[C:12]2[O:13][CH2:14][CH2:15][C:11]=2[CH:10]=1.C([O-])([O-])=O.[Na+].[Na+].[NH4+].[Cl-]>COCCOC.CCO.COCCOC.C1C=CC([P]([Pd]([P](C2C=CC=CC=2)(C2C=CC=CC=2)C2C=CC=CC=2)([P](C2C=CC=CC=2)(C2C=CC=CC=2)C2C=CC=CC=2)[P](C2C=CC=CC=2)(C2C=CC=CC=2)C2C=CC=CC=2)(C2C=CC=CC=2)C2C=CC=CC=2)=CC=1>[Br:8][C:9]1[CH:17]=[C:16]([C:2]2[CH:7]=[CH:6][N:5]=[CH:4][CH:3]=2)[C:12]2[O:13][CH2:14][CH2:15][C:11]=2[CH:10]=1 |f:2.3.4,5.6,8.9,^1:47,49,68,87|. Procedure: 4-Bromopyridine or hydrochloride salt thereof was dissolved in DME under argon and Pd(Ph3P)4 (3 mol %) was added. The mixture was stirred for 10 min at 50° C. To this solution was added (commercially available) 5-bromo-2,3-dihydrobenzo[b]furan-7-boronic acid dissolved in a minimum amount of EtOH/DME 1:2 followed by 2N Na2CO3. The reaction mixture was refluxed (110° C.) under stirring for 2 h. The flask was cooled to RT, the mixture was treated with sat. aq. NH4Cl solution and extracted with CHCl... The reactants are [N+](=O)([O-])C=C(NCCSCC1=C(N=CN1)C)SC (1-nitro-2-methylthio-2-[2-((4-methyl-5-imidazolyl)-methylthio)ethylamino]ethylene), NCCSCCC1=NC=CC=C1 (2-[2-(2-aminoethyl)thioethyl] pyridine), ( a ). The product is [N+](=O)([O-])C=C(NCCSCC1=C(N=CN1)C)NCCSCCC1=NC=CC=C1 (1-Nitro-2-[2-(2-(2-pyridyl)ethylthio)ethylamino]-2-[2-((4-methyl-5-imidazolyl)methylthio)ethylamino]ethylene). Reaction SMILES: [N+:1]([CH:4]=[C:5](SC)[NH:6][CH2:7][CH2:8][S:9][CH2:10][C:11]1[NH:15][CH:14]=[N:13][C:12]=1[CH3:16])([O-:3])=[O:2].[NH2:19][CH2:20][CH2:21][S:22][CH2:23][CH2:24][C:25]1[CH:30]=[CH:29][CH:28]=[CH:27][N:26]=1>>[N+:1]([CH:4]=[C:5]([NH:19][CH2:20][CH2:21][S:22][CH2:23][CH2:24][C:25]1[CH:30]=[CH:29][CH:28]=[CH:27][N:26]=1)[NH:6][CH2:7][CH2:8][S:9][CH2:10][C:11]1[NH:15][CH:14]=[N:13][C:12]=1[CH3:16])([O-:3])=[O:2]. Procedure details: Reaction of 1-nitro-2-methylthio-2-[2-((4-methyl-5-imidazolyl)-methylthio)ethylamino]ethylene with 2-[2-(2-aminoethyl)thioethyl] pyridine according to the procedure of Example 1 (a) (ii) yields the title compound. The reactants are CO, O=C(c1ccc(F)cc1)c1nc(Cl)c2ccccc2n1, N#Cc1cc(N)n[nH]1, CN(C)C=O. Product: N#Cc1cc(Nc2nc(C(=O)c3ccc(F)cc3)nc3ccccc23)n[nH]1. Reaction SMILES: [CH3:29][OH:30].[Cl:1][c:2]1[n:3][c:4]([C:12](=[O:13])[c:14]2[cH:15][cH:16][c:17]([F:20])[cH:18][cH:19]2)[n:5][c:6]2[cH:7][cH:8][cH:9][cH:10][c:11]12.[NH2:21][c:22]1[n:23][nH:24][c:25]([C:27]#[N:28])[cH:26]1.[O:31]=[CH:32][N:33]([CH3:34])[CH3:35]>>[c:2]1([NH:21][c:22]2[n:23][nH:24][c:25]([C:27]#[N:28])[cH:26]2)[n:3][c:4]([C:12](=[O:13])[c:14]2[cH:15][cH:16][c:17]([F:20])[cH:18][cH:19]2)[n:5][c:6]2[cH:7][cH:8][cH:9][cH:10][c:11]12. Starting materials: CC(=O)SC1CC(C(=O)N2CCN(CCOC(=O)OCc3ccc([N+](=O)[O-])cc3)CC2)N(C(=O)OCc2ccc([N+](=O)[O-])cc2)C1, Cl. The product is O=C(OCCN1CCN(C(=O)C2CC(S)CN2C(=O)OCc2ccc([N+](=O)[O-])cc2)CC1)OCc1ccc([N+](=O)[O-])cc1. RXN SMILES: [C:2](=[O:3])([CH3:4])[S:5][CH:6]1[CH2:7][CH:8]([C:24](=[O:25])[N:26]2[CH2:27][CH2:28][N:29]([CH2:32][CH2:33][O:34][C:35](=[O:36])[O:37][CH2:38][c:39]3[cH:40][cH:41][c:42]([N+:45](=[O:46])[O-:47])[cH:43][cH:44]3)[CH2:30][CH2:31]2)[N:9]([C:11](=[O:12])[O:13][CH2:14][c:15]2[cH:16][cH:17][c:18]([N+:21](=[O:22])[O-:23])[cH:19][cH:20]2)[CH2:10]1.[ClH:1]>>[SH:5][CH:6]1[CH2:7][CH:8]([C:24](=[O:25])[N:26]2[CH2:27][CH2:28][N:29]([CH2:32][CH2:33][O:34][C:35](=[O:36])[O:37][CH2:38][c:39]3[cH:40][cH:41][c:42]([N+:45](=[O:46])[O-:47])[cH:43][cH:44]3)[CH2:30][CH2:31]2)[N:9]([C:11](=[O:12])[O:13][CH2:14][c:15]2[cH:16][cH:17][c:18]([N+:21](=[O:22])[O-:23])[cH:19][cH:20]2)[CH2:10]1. Starting materials: COC(=O)C(Cc1ccc(-c2ccnc(C)c2C)cc1)NC(=O)C1Cc2cc3c(cc2CN1)OC(c1ccc(OCC2CCCCC2)cc1)CO3, Cc1nc(C(=O)Cl)c(C)o1, Cl, Cl. Product: COC(=O)C(Cc1ccc(-c2ccnc(C)c2C)cc1)NC(=O)C1Cc2cc3c(cc2CN1C(=O)c1nc(C)oc1C)OC(c1ccc(OCC2CCCCC2)cc1)CO3. Reaction SMILES: [CH3:3][O:4][C:5]([CH:6]([CH2:7][c:8]1[cH:9][cH:10][c:11](-[c:14]2[c:15]([CH3:21])[c:16]([CH3:20])[n:17][cH:18][cH:19]2)[cH:12][cH:13]1)[NH:22][C:23](=[O:24])[CH:25]1[NH:26][CH2:27][c:28]2[cH:29][c:30]3[c:31]([cH:32][c:33]2[CH2:34]1)[O:35][CH2:36][CH:37]([c:39]1[cH:40][cH:41][c:42]([O:45][CH2:46][CH:47]2[CH2:48][CH2:49][CH2:50][CH2:51][CH2:52]2)[cH:43][cH:44]1)[O:38]3)=[O:53].[CH3:54][c:55]1[o:56][c:57]([CH3:63])[c:58]([C:60](=[O:61])[Cl:62])[n:59]1.[ClH:1].[ClH:2]>>[CH3:3][O:4][C:5]([CH:6]([CH2:7][c:8]1[cH:9][cH:10][c:11](-[c:14]2[c:15]([CH3:21])[c:16]([CH3:20])[n:17][cH:18][cH:19]2)[cH:12][cH:13]1)[NH:22][C:23](=[O:24])[CH:25]1[N:26]([C:60]([c:58]2[c:57]([CH3:63])[o:56][c:55]([CH3:54])[n:59]2)=[O:61])[CH2:27][c:28]2[cH:29][c:30]3[c:31]([cH:32][c:33]2[CH2:34]1)[O:35][CH2:36][CH:37]([c:39]1[cH:40][cH:41][c:42]([O:45][CH2:46][CH:47]2[CH2:48][CH2:49][CH2:50][CH2:51][CH2:52]2)[cH:43][cH:44]1)[O:38]3)=[O:53]. The reactants are BrC1=C(C=CC(=C1)F)C1N=C(NC(=C1C(=O)OCC)CBr)C1=NN(C=N1)C (Ethyl 4-(2-bromo-4-fluorophenyl)-6-(bromomethyl)-2-(1-methyl-1H-1,2,4-triazol-3-yl)-1,4-dihydropyrimidine-5-carboxylate), Cl.N1CC(OCC1)C(=O)O (morpholine-2-carboxylic acid hydrochloride). Yields the product BrC1=C(C=CC(=C1)F)C1C(=C(NC(=N1)C1=NN(C=N1)C)CN1CC(OCC1)C(=O)O)C(=O)OCC (4-((6-(2-bromo-4-fluorophenyl)-5-(ethoxycarbonyl)-2-(1-methyl-1H-1,2,4-triazol-3-yl)-3,6-dihydropyrimidin-4-yl)methyl)morpholine-2-carboxylic acid). Yield: 38.1%. Reaction SMILES: [Br:1][C:2]1[CH:7]=[C:6]([F:8])[CH:5]=[CH:4][C:3]=1[CH:9]1[C:14]([C:15]([O:17][CH2:18][CH3:19])=[O:16])=[C:13]([CH2:20]Br)[NH:12][C:11]([C:22]2[N:26]=[CH:25][N:24]([CH3:27])[N:23]=2)=[N:10]1.Cl.[NH:29]1[CH2:34][CH2:33][O:32][CH:31]([C:35]([OH:37])=[O:36])[CH2:30]1>>[Br:1][C:2]1[CH:7]=[C:6]([F:8])[CH:5]=[CH:4][C:3]=1[CH:9]1[N:10]=[C:11]([C:22]2[N:26]=[CH:25][N:24]([CH3:27])[N:23]=2)[NH:12][C:13]([CH2:20][N:29]2[CH2:34][CH2:33][O:32][CH:31]([C:35]([OH:37])=[O:36])[CH2:30]2)=[C:14]1[C:15]([O:17][CH2:18][CH3:19])=[O:16] |f:1.2|. Reported procedure: Ethyl 4-(2-bromo-4-fluorophenyl)-6-(bromomethyl)-2-(1-methyl-1H-1,2,4-triazol-3-yl)-1,4-dihydropyrimidine-5-carboxylate (1 g, 2 mmol) was reacted with morpholine-2-carboxylic acid hydrochloride (0.34 g, 2 mmol) according to the procedure as described in Example 1, Step C to give the title compound as a yellow solid (0.42 g, 38%). The compound was characterized by the following spectroscopic data: